From a dataset of the Open Reaction Database (ORD), a public repository of structured organic reaction records. describe an organic reaction: reactants, conditions, products, and yield The reactants are ClC1=CC=C(C=C1)CC(=O)N1C(OC[C@@H]1C(C)C)=O ((4S)-3-[(4-chlorophenyl)acetyl]-4-isopropyl-1,3-oxazolidin-2-one), solution, C[Si](C)(C)[N-][Si](C)(C)C.[Na+] (NaHMDS), CC(=O)O (HOAc). Solvent: C1CCOC1 (THF), C1CCOC1 (THF), CCOCC (ether). Conditions: temperature -78 celsius, time 1 hour. Product: ClC1=CC=C(C=C1)[C@@H](C(=O)N1C(OC[C@@H]1C(C)C)=O)C ((4S)-3-[(2S)-2-(4-chlorophenyl)propanoyl]-4-isopropyl-1,3-oxazolidin-2-one). Isolated yield 60.0%. As a reaction SMILES: [Cl:1][C:2]1[CH:7]=[CH:6][C:5]([CH2:8][C:9]([N:11]2[C@@H:15]([CH:16]([CH3:18])[CH3:17])[CH2:14][O:13][C:12]2=[O:19])=[O:10])=[CH:4][CH:3]=1.[CH3:20][Si]([N-][Si](C)(C)C)(C)C.[Na+].CC(O)=O>C1COCC1.CCOCC>[Cl:1][C:2]1[CH:7]=[CH:6][C:5]([C@H:8]([CH3:20])[C:9]([N:11]2[C@@H:15]([CH:16]([CH3:17])[CH3:18])[CH2:14][O:13][C:12]2=[O:19])=[O:10])=[CH:4][CH:3]=1 |f:1.2|. Procedure details: To a solution of (4S)-3-[(4-chlorophenyl)acetyl]-4-isopropyl-1,3-oxazolidin-2-one (1.07 g, 3.81 mmol) in dry THF (30 mL) at −78° C. under argon, was added dropwise 1.0M solution of NaHMDS in THF (4.20 mL, 4.20 mmol) over a period of 10 min. After stirring at −78° C. for 1 h, Mel (1.19 mL, 19.1 mmol) was added. The resulting reaction mixture was stirred at −78° C. for 1 h and −40° C. for 2 h, quenched with HOAc (11.4 mmol) in ether (20 mL), filtered over celite. The filtrate was concentrated in v... The reactants are C1CCOC1, CCOc1ccc(-c2ccc3c(c2)C=C(C(=O)OC)CCN3)cc1, CC(=O)O, O=CO. Yields the product CCOc1ccc(-c2ccc3c(c2)C=C(C(=O)OC)CCN3C=O)cc1. RXN SMILES: [CH2:32]1[O:33][CH2:34][CH2:35][CH2:36]1.[CH2:8]([CH3:9])[O:10][c:11]1[cH:12][cH:13][c:14](-[c:17]2[cH:18][cH:19][c:20]3[c:21]([cH:31]2)[CH:22]=[C:23]([C:27](=[O:28])[O:29][CH3:30])[CH2:24][CH2:25][NH:26]3)[cH:15][cH:16]1.[CH3:1][C:2]([OH:3])=[O:4].[CH:5]([OH:6])=[O:7]>>[CH:2](=[O:3])[N:26]1[c:20]2[cH:19][cH:18][c:17](-[c:14]3[cH:13][cH:12][c:11]([O:10][CH2:8][CH3:9])[cH:16][cH:15]3)[cH:31][c:21]2[CH:22]=[C:23]([C:27](=[O:28])[O:29][CH3:30])[CH2:24][CH2:25]1. The reactants are solution, Br (hydrogen bromide), C(=O)(OCC1=CC=CC=C1)N[C@@H](CC1=CC=CC=C1)C(=O)C1C2(CC3CC(CC1(C3)N)C2)C(=O)OC (methyl carbobenzoxy-L-phenylalanyl-3-amino-1-adamantanecarboxylate). The solvent is C(C)(=O)O (acetic acid), C(C)(=O)O (acetic acid). Conditions: time 1 hour. Yields the product Br.N[C@@H](CC1=CC=CC=C1)C(=O)C1C2(CC3CC(CC1(C3)N)C2)C(=O)OC (methyl L-phenylalanyl-3-amino-1-adamantanecarboxylate hydrobromide). As a reaction SMILES: C([NH:11][C@H:12]([C:20]([CH:22]1[C:29]2([NH2:31])[CH2:30][CH:25]3[CH2:26][CH:27]([CH2:32][C:23]1([C:33]([O:35][CH3:36])=[O:34])[CH2:24]3)[CH2:28]2)=[O:21])[CH2:13][C:14]1[CH:19]=[CH:18][CH:17]=[CH:16][CH:15]=1)(OCC1C=CC=CC=1)=O.[BrH:37]>C(O)(=O)C>[BrH:37].[NH2:11][C@H:12]([C:20]([CH:22]1[C:29]2([NH2:31])[CH2:30][CH:25]3[CH2:26][CH:27]([CH2:32][C:23]1([C:33]([O:35][CH3:36])=[O:34])[CH2:24]3)[CH2:28]2)=[O:21])[CH2:13][C:14]1[CH:19]=[CH:18][CH:17]=[CH:16][CH:15]=1 |f:3.4|. Reported procedure: To 3.58 grams of methyl carbobenzoxy-L-phenylalanyl-3-amino-1-adamantanecarboxylate dissolved in 10 ml of acetic acid is added 15 ml of a 5 M solution of hydrogen bromide in acetic acid, and the reaction mixture is allowed to stand for one hour at room temperature. The solvent is removed by distillation under vacuum and the residue is shaken with two 100 ml portions of hexane, then 100 ml of ether, to give methyl L-phenylalanyl-3-amino-1-adamantanecarboxylate hydrobromide which has the following...